This data is from the Open Reaction Database (ORD), a public repository of structured organic reaction records. The task is: describe an organic reaction: reactants, conditions, products, and yield The reactants are Cc1cc(O)ccc1CCCCn1ccnn1, CN(C)C=O, FC(F)(F)Oc1ccc(-c2cncc(CCl)c2)cc1, [H-], [Na+], O. The product is Cc1cc(OCc2cncc(-c3ccc(OC(F)(F)F)cc3)c2)ccc1CCCCn1ccnn1. RXN SMILES: [CH3:1][c:2]1[cH:3][c:4]([OH:17])[cH:5][cH:6][c:7]1[CH2:8][CH2:9][CH2:10][CH2:11][n:12]1[n:13][n:14][cH:15][cH:16]1.[CH3:40][N:41]([CH3:42])[CH:43]=[O:44].[Cl:20][CH2:21][c:22]1[cH:23][n:24][cH:25][c:26](-[c:28]2[cH:29][cH:30][c:31]([O:34][C:35]([F:36])([F:37])[F:38])[cH:32][cH:33]2)[cH:27]1.[H-:18].[Na+:19].[OH2:39]>>[CH3:1][c:2]1[cH:3][c:4]([O:17][CH2:21][c:22]2[cH:23][n:24][cH:25][c:26](-[c:28]3[cH:29][cH:30][c:31]([O:34][C:35]([F:36])([F:37])[F:38])[cH:32][cH:33]3)[cH:27]2)[cH:5][cH:6][c:7]1[CH2:8][CH2:9][CH2:10][CH2:11][n:12]1[n:13][n:14][cH:15][cH:16]1. The reactants are C(C)(C)(C)OC(=O)N1C[C@H](NCC1)C(=O)OC ([2S]-4-t-Butoxycarbonyl-2-methoxycarbonylpiperazine), [H-].[Al+3].[Li+].[H-].[H-].[H-] (lithium aluminum hydride), S(=O)(=O)([O-])[O-].[Na+].[Na+] (sodium sulfate), [OH-].[Na+] (sodium hydroxide). Run in O1CCCC1 (tetrahydrofuran), ClCCl (Dichloromethane). Reaction conditions: temperature 0 celsius, time 1.5 hour. Product: C(C)(C)(C)OC(=O)N1C[C@H](NCC1)CO ([2S]-4-t-Butoxycarbonyl-2-hydroxymethylpiperazine). As a reaction SMILES: [C:1]([O:5][C:6]([N:8]1[CH2:13][CH2:12][NH:11][C@H:10]([C:14](OC)=[O:15])[CH2:9]1)=[O:7])([CH3:4])([CH3:3])[CH3:2].[H-].[Al+3].[Li+].[H-].[H-].[H-].[OH-].[Na+].S([O-])([O-])(=O)=O.[Na+].[Na+]>O1CCCC1.ClCCl>[C:1]([O:5][C:6]([N:8]1[CH2:13][CH2:12][NH:11][C@H:10]([CH2:14][OH:15])[CH2:9]1)=[O:7])([CH3:4])([CH3:3])[CH3:2] |f:1.2.3.4.5.6,7.8,9.10.11|. Procedure details: A solution of Example 1 (c) in dry tetrahydrofuran (40 ml) at 0° C. was treated with lithium aluminum hydride (0.50 g) and the mixture was stirred at 0° C. for 1.5 hours. The cooled solution was treated dropwise with a solution of 2M sodium hydroxide until a white precipitate had formed. Dichloromethane and anhydrous sodium sulfate were added and the solution was filtered and evaporated to give a pale yellow oil (3.0 g). The reagents and catalysts are C1=CC=C(C=C1)P([C-]2C=CC=C2)C3=CC=CC=C3.C1=CC=C(C=C1)P([C-]2C=CC=C2)C3=CC=CC=C3.Cl[Pd]Cl.[Fe+2] (Pd(dppf)2Cl2). Reported procedure: 7.6 g (30 mmol) of 2-chloro-3-iodopyridin-4-ylamine from Example B1, 1.7 g (41 mmol) of lithium chloride and 15.9 g (120 mmol) of sodium carbonate are dissolved in 100 ml of DMF, and 8 g (39 mmol) of commercial (3-methoxyphenyl)ethynyltrimethylsilane and 4.9 g (6 mmol) of commercial Pd(dppf)2Cl2*H2Cl2 are added at 100° C. under nitrogen. The mixture is stirred at the temperature indicated for 12 h and subsequently poured at room temperature (RT) into water and extracted with ethyl acetate. The o... Product: ClC1=NC=CC2=C1C(=C(N2)[Si](C)(C)C)C2=CC(=CC=C2)OC (4-chloro-3-(3-methoxyphenyl)-2-trimethylsilanyl-1H-pyrrolo[3,2-c]pyridine). The reactants are COC=1C=C(C=CC1)C#C[Si](C)(C)C ((3-methoxyphenyl)ethynyltrimethylsilane), ClC1=NC=CC(=C1I)N (2-chloro-3-iodopyridin-4-ylamine), [Cl-].[Li+] (lithium chloride), C([O-])([O-])=O.[Na+].[Na+] (sodium carbonate). Run at time 12 hour. Reaction SMILES: [Cl:1][C:2]1[C:7](I)=[C:6]([NH2:9])[CH:5]=[CH:4][N:3]=1.[Cl-].[Li+].C(=O)([O-])[O-].[Na+].[Na+].[CH3:18][O:19][C:20]1[CH:21]=[C:22]([C:26]#[C:27][Si:28]([CH3:31])([CH3:30])[CH3:29])[CH:23]=[CH:24][CH:25]=1>CN(C=O)C.C1C=CC(P(C2C=CC=CC=2)[C-]2C=CC=C2)=CC=1.C1C=CC(P(C2C=CC=CC=2)[C-]2C=CC=C2)=CC=1.Cl[Pd]Cl.[Fe+2].O>[Cl:1][C:2]1[C:7]2[C:26]([C:22]3[CH:23]=[CH:24][CH:25]=[C:20]([O:19][CH3:18])[CH:21]=3)=[C:27]([Si:28]([CH3:31])([CH3:29])[CH3:30])[NH:9][C:6]=2[CH:5]=[CH:4][N:3]=1 |f:1.2,3.4.5,8.9.10.11|. Solvent: CN(C)C=O (DMF), O (water). The reactants are CN(C=1C=C2C=CNC(C2=CC1)=O)C (6-Dimethylamino-2H-isoquinolin-1-one), cuprous iodide, C([O-])([O-])=O.[K+].[K+] (potassium carbonate), BrC1=C(C(=CC=C1)Br)C (2,6-dibromotoluene). Solvent: CS(=O)C (DMSO). Conditions: temperature 150 celsius. The product is BrC=1C(=C(C=CC1)N1C(C2=CC=C(C=C2C=C1)N(C)C)=O)C (2-(3-Bromo-2-methyl-phenyl)-6-dimethylamino-2H-isoquinolin-1-one). Yield: 44.4%. Reaction SMILES: [CH3:1][N:2]([CH3:14])[C:3]1[CH:4]=[C:5]2[C:10](=[CH:11][CH:12]=1)[C:9](=[O:13])[NH:8][CH:7]=[CH:6]2.C(=O)([O-])[O-].[K+].[K+].[Br:21][C:22]1[CH:27]=[CH:26][CH:25]=[C:24](Br)[C:23]=1[CH3:29]>CS(C)=O>[Br:21][C:22]1[C:23]([CH3:29])=[C:24]([N:8]2[CH:7]=[CH:6][C:5]3[C:10](=[CH:11][CH:12]=[C:3]([N:2]([CH3:14])[CH3:1])[CH:4]=3)[C:9]2=[O:13])[CH:25]=[CH:26][CH:27]=1 |f:1.2.3|. Procedure: 6-Dimethylamino-2H-isoquinolin-1-one (50 mg, 0.27 mmol), cuprous iodide (10 mg, 0.053 mmol), and potassium carbonate (37 mg, 0.27 mmol) were deposited in sealed vessel. 3 mL DMSO and 2,6-dibromotoluene (133 mg, 0.532 mmol) were added. Argon was bubbled through the mixture for 2 minutes and the lid was tightly closed. This was heated at 150° C. for 5 hours. The resulting mixture was partitioned between ethyl acetate and water. The organic layer was washed with brine, dried over anhydrous magnesiu... Reactants: [N+](=O)([O-])C=1C=C(N)C=CC1 (3-Nitroaniline), CC1(C(=O)OC(C1)=O)C (2,2-Dimethyl succinic anhydride). The solvent is O1CCCC1 (tetrahydrofuran), O1CCCC1 (tetrahydrofuran). Product: [N+](=O)([O-])C=1C=C(C=CC1)NC(CC(C(=O)O)(C)C)=O (N-(3-nitrophenyl)-2,2-dimethylsuccinamic acid). The yield is 94.4%. Reaction SMILES: [N+:1]([C:4]1[CH:5]=[C:6]([CH:8]=[CH:9][CH:10]=1)[NH2:7])([O-:3])=[O:2].[CH3:11][C:12]1([CH3:19])[CH2:17][C:16](=[O:18])[O:15][C:13]1=[O:14]>O1CCCC1>[N+:1]([C:4]1[CH:5]=[C:6]([NH:7][C:16](=[O:18])[CH2:17][C:12]([CH3:19])([CH3:11])[C:13]([OH:15])=[O:14])[CH:8]=[CH:9][CH:10]=1)([O-:3])=[O:2]. Procedure details: 3-Nitroaniline (27.6 grams (g)) was dissolved by stirring in 200 milliliters (ml) tetrahydrofuran. 2,2-Dimethyl succinic anhydride (25.6 g) in some tetrahydrofuran was added dropwise with stirring. The reaction was stirred at room temperature for four hours. The reaction product was recovered by addition of 500 ml ethyl acetate, followed by three washings with 3% hydrochloric acid and one with distilled water. The solution was dried with sodium sulfate and rotary evaporated to yield 50.2 g of N-...